This data is from the Open Reaction Database (ORD), a public repository of structured organic reaction records. The task is: describe an organic reaction: reactants, conditions, products, and yield Reactants: CCCCCCCCOc1ccc(C(=O)O)cc1, O=C(O)N=NC(=O)O, CCCCCCC1CCC(O)C(=O)O1, c1ccc(P(c2ccccc2)c2ccccc2)cc1, c1ccccc1. The product is CCCCCCCCOc1ccc(C(=O)OC2CCC(CCCCCC)OC2=O)cc1. RXN SMILES: [CH2:15]([CH2:16][CH2:17][CH2:18][CH2:19][CH2:20][CH2:21][CH3:22])[O:23][c:24]1[cH:25][cH:26][c:27]([C:28](=[O:29])[OH:30])[cH:31][cH:32]1.[N:33]([C:34]([OH:35])=[O:36])=[N:37][C:38]([OH:39])=[O:40].[OH:1][CH:2]1[C:3](=[O:4])[O:5][CH:6]([CH2:9][CH2:10][CH2:11][CH2:12][CH2:13][CH3:14])[CH2:7][CH2:8]1.[c:41]1([P:42]([c:43]2[cH:44][cH:45][cH:46][cH:47][cH:48]2)[c:49]2[cH:50][cH:51][cH:52][cH:53][cH:54]2)[cH:55][cH:56][cH:57][cH:58][cH:59]1.[cH:60]1[cH:61][cH:62][cH:63][cH:64][cH:65]1>>[O:1]([CH:2]1[C:3](=[O:4])[O:5][CH:6]([CH2:9][CH2:10][CH2:11][CH2:12][CH2:13][CH3:14])[CH2:7][CH2:8]1)[C:28]([c:27]1[cH:26][cH:25][c:24]([O:23][CH2:15][CH2:16][CH2:17][CH2:18][CH2:19][CH2:20][CH2:21][CH3:22])[cH:32][cH:31]1)=[O:29]. The reactants are COc1cc(NC(C)=O)c(Cl)cc1C(=O)Cl, CC(C)=O, [N-]=[N+]=[N-], [Na+]. Yields the product COc1cc(NC(C)=O)c(Cl)cc1C(=O)N=[N+]=[N-]. As a reaction SMILES: [C:1]([CH3:2])(=[O:3])[NH:4][c:5]1[cH:6][c:7]([O:15][CH3:16])[c:8]([C:9](=[O:10])[Cl:11])[cH:12][c:13]1[Cl:14].[CH3:21][C:22](=[O:23])[CH3:24].[N-:18]=[N+:19]=[N-:20].[Na+:17]>>[C:1]([CH3:2])(=[O:3])[NH:4][c:5]1[cH:6][c:7]([O:15][CH3:16])[c:8]([C:9](=[O:10])[N:18]=[N+:19]=[N-:20])[cH:12][c:13]1[Cl:14]. Reactants: O (water), [Cl-].CC1=C(N=C(O1)C1=CC=CC=C1)C[P+](C1=CC=CC=C1)(C1=CC=CC=C1)C1=CC=CC=C1 ((5-Methyl-2-phenyl-4-oxazolylmethyl)triphenyl-phosphonium chloride), [O-]CC.[Na+] (sodium ethoxide), BrC1=CC=C(C=O)C=C1 (4-bromobenzaldehyde). Run in C(C)O (ethanol). Run at time 5 minute. Yields the product BrC1=CC=C(C=C1)/C=C/C=1N=C(OC1C)C1=CC=CC=C1 ((E)-4-[2-(4-bromophenyl)vinyl]-5-methyl-2-phenyloxazole). Yield: 71.2%. Reaction SMILES: [Cl-].[CH3:2][C:3]1[O:7][C:6]([C:8]2[CH:13]=[CH:12][CH:11]=[CH:10][CH:9]=2)=[N:5][C:4]=1[CH2:14][P+](C1C=CC=CC=1)(C1C=CC=CC=1)C1C=CC=CC=1.[O-]CC.[Na+].[Br:38][C:39]1[CH:46]=[CH:45][C:42]([CH:43]=O)=[CH:41][CH:40]=1.O>C(O)C>[Br:38][C:39]1[CH:46]=[CH:45][C:42](/[CH:43]=[CH:14]/[C:4]2[N:5]=[C:6]([C:8]3[CH:9]=[CH:10][CH:11]=[CH:12][CH:13]=3)[O:7][C:3]=2[CH3:2])=[CH:41][CH:40]=1 |f:0.1,2.3|. Reported procedure: (5-Methyl-2-phenyl-4-oxazolylmethyl)triphenyl-phosphonium chloride (25.4 g) was added to a solution of sodium ethoxide in ethanol [prepared from sodium (1.4 g) and ethanol (300 ml)] under cooling. The mixture was stirred at room temperature for 5 minutes, and then 4-bromobenzaldehyde (10.0 g) was added. After stirring at room temperature for 2 hours, the reaction mixture was poured into water and extracted with ethyl acetate. The ethyl acetate layer was washed with water, dried over magnesium su... Reactants: CCOC(=O)C(Cc1ccc(C(F)(F)F)cc1)C(O)c1ccc(Oc2ccccc2)cc1, CO, Cl, [Na+], [OH-]. Yields the product O=C(O)C(Cc1ccc(C(F)(F)F)cc1)C(O)c1ccc(Oc2ccccc2)cc1. Reaction SMILES: [CH2:1]([CH3:2])[O:3][C:4]([CH:5]([CH:6]([c:7]1[cH:8][cH:9][c:10]([O:13][c:14]2[cH:15][cH:16][cH:17][cH:18][cH:19]2)[cH:11][cH:12]1)[OH:20])[CH2:21][c:22]1[cH:23][cH:24][c:25]([C:28]([F:29])([F:30])[F:31])[cH:26][cH:27]1)=[O:32].[CH3:36][OH:37].[ClH:35].[Na+:34].[OH-:33]>>[O:3]=[C:4]([CH:5]([CH:6]([c:7]1[cH:8][cH:9][c:10]([O:13][c:14]2[cH:15][cH:16][cH:17][cH:18][cH:19]2)[cH:11][cH:12]1)[OH:20])[CH2:21][c:22]1[cH:23][cH:24][c:25]([C:28]([F:29])([F:30])[F:31])[cH:26][cH:27]1)[OH:32].